From a dataset of the Open Reaction Database (ORD), a public repository of structured organic reaction records. describe an organic reaction: reactants, conditions, products, and yield Starting materials: CC=1C=C2C3=C(NC2=CC1)CC1CCCC3N1 (2-methyl-6,7,8,9,10,11-hexahydro-5H-7,11-epiminocycloocta[b]indole), ClC1=CC=C(C=C1)C=C (1-chloro-4-vinylbenzene). Yields the product ClC1=CC=C(C=C1)CCN1C2=C(C3=CC(=CC=C13)C)[C@@H]1CCC[C@H](C2)N1 ((7R,11S)-5-[2-(4-chlorophenyl)ethyl]-2-methyl-6,7,8,9,10,11-hexahydro-5H-7,11-epiminocycloocta[b]indole). As a reaction SMILES: [CH3:1][C:2]1[CH:3]=[C:4]2[C:8](=[CH:9][CH:10]=1)[NH:7][C:6]1[CH2:11][CH:12]3[NH:17][CH:16]([C:5]2=1)[CH2:15][CH2:14][CH2:13]3.[Cl:18][C:19]1[CH:24]=[CH:23][C:22]([CH:25]=[CH2:26])=[CH:21][CH:20]=1>>[Cl:18][C:19]1[CH:24]=[CH:23][C:22]([CH2:25][CH2:26][N:7]2[C:8]3[C:4](=[CH:3][C:2]([CH3:1])=[CH:10][CH:9]=3)[C:5]3[C@H:16]4[NH:17][C@@H:12]([CH2:11][C:6]2=3)[CH2:13][CH2:14][CH2:15]4)=[CH:21][CH:20]=1. Reported procedure: The coupling of 2-methyl-6,7,8,9,10,11-hexahydro-5H-7,11-epiminocycloocta[b]indole (226 mg, 1.0 mmol; Example 118A) and 1-chloro-4-vinylbenzene (277 mg, 1.99 mmol; Aldrich) was performed according to the procedure described in Example 114B to afford the title compound as a racemic mixture. Individual enantiomers were obtained by preparative chiral supercritical fluid chromatography (ChiralPak® OD-H 5 μm column, 21×250 mm, 35° C., 10-50% gradient of CH3OH—CO2 containing 0.1% diethylamine, 20 minu... Yields the product CSc1ccc(OC2CCN(C(=O)OC(C)(C)C)CC2)cc1. RXN SMILES: [CH2:68]1[O:69][CH2:70][CH2:71][CH2:72]1.[CH3:13][c:14]1[cH:15][cH:16][cH:17][cH:18][cH:19]1.[CH3:34][S:35][c:36]1[cH:37][cH:38][c:39]([OH:40])[cH:41][cH:42]1.[CH3:62][CH2:63][O:64][C:65](=[O:66])[CH3:67].[O:1]=[C:2]([O:3][CH2:4][CH3:5])[N:6]=[N:7][C:8]([O:9][CH2:10][CH3:11])=[O:12].[OH:20][CH:21]1[CH2:22][CH2:23][N:24]([C:27](=[O:28])[O:29][C:30]([CH3:31])([CH3:32])[CH3:33])[CH2:25][CH2:26]1.[c:43]1([P:44]([c:45]2[cH:46][cH:47][cH:48][cH:49][cH:50]2)[c:51]2[cH:52][cH:53][cH:54][cH:55][cH:56]2)[cH:57][cH:58][cH:59][cH:60][cH:61]1>>[O:20]([CH:21]1[CH2:22][CH2:23][N:24]([C:27](=[O:28])[O:29][C:30]([CH3:31])([CH3:32])[CH3:33])[CH2:25][CH2:26]1)[c:39]1[cH:38][cH:37][c:36]([S:35][CH3:34])[cH:42][cH:41]1. Starting materials: C1CCOC1, Cc1ccccc1, CSc1ccc(O)cc1, CCOC(C)=O, CCOC(=O)N=NC(=O)OCC, CC(C)(C)OC(=O)N1CCC(O)CC1, c1ccc(P(c2ccccc2)c2ccccc2)cc1. The reactants are C(C)(C)(C)C1CCC2(CC(CO2)(O)CN)CC1 (8-t-butyl-3-aminomethyl-3-hydroxy-1-oxaspiro-(4,5)decane), C1(CCCCC1)=O (cyclohexanone), C(#N)[BH3-].[Na+] (sodium cyanoborohydride). The reagents and catalysts are [Cl-].[Zn+2].[Cl-] (zinc chloride). Solvent: CO (methanol). Conditions: time 8 hour. The product is C(C)(C)(C)C1CCC2(CC(CO2)(O)CNC2CCCCC2)CC1 (8-t-butyl-3-cyclohexylaminomethyl-3-hydroxyl-1-oxaspiro(4,5)decane). The yield is 82.4%. RXN SMILES: [C:1]([CH:5]1[CH2:17][CH2:16][C:8]2([O:12][CH2:11][C:10]([CH2:14][NH2:15])([OH:13])[CH2:9]2)[CH2:7][CH2:6]1)([CH3:4])([CH3:3])[CH3:2].[C:18]1(=O)[CH2:23][CH2:22][CH2:21][CH2:20][CH2:19]1.C([BH3-])#N.[Na+]>CO.[Cl-].[Zn+2].[Cl-]>[C:1]([CH:5]1[CH2:17][CH2:16][C:8]2([O:12][CH2:11][C:10]([CH2:14][NH:15][CH:18]3[CH2:23][CH2:22][CH2:21][CH2:20][CH2:19]3)([OH:13])[CH2:9]2)[CH2:7][CH2:6]1)([CH3:4])([CH3:2])[CH3:3] |f:2.3,5.6.7|. Reported procedure: To a solution of 8-t-butyl-3-aminomethyl-3-hydroxy-1-oxaspiro-(4,5)decane (1.8 g, 7.5 mmol), cyclohexanone (1.36 g, 8 mmol) and zinc chloride (0.61 g, 4.5 mmol) in methanol (20 ml) was added sodium cyanoborohydride (0.56 g, 9 mmol). The reaction mixture was stirred at room temperature overnight. The solvent was then evaporated in vacuo and to the resulting residue was added saturated sodium carbonate solution and toluene (50 ml each). The organic layer was separated, dried (MgSO4) and evaporated...